Task: describe an organic reaction: reactants, conditions, products, and yield. Dataset: the Open Reaction Database (ORD), a public repository of structured organic reaction records Reactants: ClC=1N=C(C2=C(N1)C(=NC=N2)SCC2=C(C=C(C=C2)Cl)Cl)N2CCS(CC2)=O (2-chloro-8-(2,4-dichlorobenzyl-thio)-4-(1-oxido-thiomorpholino)-pyrimido-[5,4-d]-pyrimidine), N1CCNCC1 (piperazine). Yields the product ClC1=C(CSC2=NC=NC3=C2N=C(N=C3N3CCS(CC3)=O)N3CCNCC3)C=CC(=C1)Cl (8-(2,4-Dichlorobenzyl-thio)-4-(1-oxido-thiomorpholino)-2-piperazino-pyrimido-[5,4-d]-pyrimidine). Reaction SMILES: Cl[C:2]1[N:3]=[C:4]([N:22]2[CH2:27][CH2:26][S:25](=[O:28])[CH2:24][CH2:23]2)[C:5]2[N:11]=[CH:10][N:9]=[C:8]([S:12][CH2:13][C:14]3[CH:19]=[CH:18][C:17]([Cl:20])=[CH:16][C:15]=3[Cl:21])[C:6]=2[N:7]=1.[NH:29]1[CH2:34][CH2:33][NH:32][CH2:31][CH2:30]1>>[Cl:21][C:15]1[CH:16]=[C:17]([Cl:20])[CH:18]=[CH:19][C:14]=1[CH2:13][S:12][C:8]1[C:6]2[N:7]=[C:2]([N:29]3[CH2:34][CH2:33][NH:32][CH2:31][CH2:30]3)[N:3]=[C:4]([N:22]3[CH2:27][CH2:26][S:25](=[O:28])[CH2:24][CH2:23]3)[C:5]=2[N:11]=[CH:10][N:9]=1. Reported procedure: This compound was prepared analogous to Example 1 from 2-chloro-8-(2,4-dichlorobenzyl-thio)-4-(1-oxido-thiomorpholino)-pyrimido-[5,4-d]-pyrimidine (m.p.: 227°-229° C.) and piperazine.